Dataset: the Open Reaction Database (ORD), a public repository of structured organic reaction records. Task: describe an organic reaction: reactants, conditions, products, and yield Reactants: CC1=CC=C(S1)B(O)O (5-methyl-2-thiopheneboronic acid), ClC1=NC=CC(=N1)Cl (2,4-dichloropyrimidine), C(=O)([O-])[O-].[Na+].[Na+] (Na2CO3), CC#N (MeCN). The reagents and catalysts are Cl[Pd]([P](C1=CC=CC=C1)(C2=CC=CC=C2)C3=CC=CC=C3)([P](C4=CC=CC=C4)(C5=CC=CC=C5)C6=CC=CC=C6)Cl (bis(triphenylphosphine)palladium(II) chloride). Run in C(Cl)Cl (CH2Cl2), CO (MeOH). Product: ClC1=NC=CC(=N1)C=1SC(=CC1)C (2-Chloro-4-(5-methylthiophen-2-yl)pyrimidine). RXN SMILES: [CH3:1][C:2]1[S:6][C:5](B(O)O)=[CH:4][CH:3]=1.[Cl:10][C:11]1[N:16]=[C:15](Cl)[CH:14]=[CH:13][N:12]=1.C([O-])([O-])=O.[Na+].[Na+].CC#N>C(Cl)Cl.CO.Cl[Pd](Cl)([P](C1C=CC=CC=1)(C1C=CC=CC=1)C1C=CC=CC=1)[P](C1C=CC=CC=1)(C1C=CC=CC=1)C1C=CC=CC=1>[Cl:10][C:11]1[N:16]=[C:15]([C:5]2[S:6][C:2]([CH3:1])=[CH:3][CH:4]=2)[CH:14]=[CH:13][N:12]=1 |f:2.3.4,^1:34,53|. Procedure: A solution of 0.20 g (1.4 mmol) of 5-methyl-2-thiopheneboronic acid, 0.21 g (1.4 mmol) of 2,4-dichloropyrimidine and 49 mg (0.070 mmol) of bis(triphenylphosphine)palladium(II) chloride in 2 mL of a 2 M Na2CO3 aqueous solution and 5 mL of MeCN was heated in a microwave for 10 min at 160° C., then cooled to rt, diluted with CH2Cl2 and MeOH, and dried over MgSO4. The organic solvent was removed in vacuo, and the resulting solid was purified by flash chromatography eluting with a linear gradient of ... Starting materials: CC(=O)N1CCN(C2CCNCC2)CC1, Cc1cc(CC(OC(=O)N2CCC(N3CCc4ccccc4NC3=O)CC2)C(=O)O)cc2oc(=O)[nH]c12. Yields the product CC(=O)N1CCN(C2CCN(C(=O)C(Cc3cc(C)c4[nH]c(=O)oc4c3)OC(=O)N3CCC(N4CCc5ccccc5NC4=O)CC3)CC2)CC1. RXN SMILES: [NH:38]1[CH2:39][CH2:40][CH:41]([N:44]2[CH2:45][CH2:46][N:47]([C:50]([CH3:51])=[O:52])[CH2:48][CH2:49]2)[CH2:42][CH2:43]1.[O:1]=[C:2]1[NH:3][c:4]2[c:5]([cH:34][cH:35][cH:36][cH:37]2)[CH2:6][CH2:7][N:8]1[CH:9]1[CH2:10][CH2:11][N:12]([C:15](=[O:16])[O:17][CH:18]([CH2:19][c:20]2[cH:21][c:22]3[c:23]([nH:24][c:25](=[O:27])[o:26]3)[c:28]([CH3:30])[cH:29]2)[C:31](=[O:32])[OH:33])[CH2:13][CH2:14]1>>[O:1]=[C:2]1[NH:3][c:4]2[c:5]([cH:34][cH:35][cH:36][cH:37]2)[CH2:6][CH2:7][N:8]1[CH:9]1[CH2:10][CH2:11][N:12]([C:15](=[O:16])[O:17][CH:18]([CH2:19][c:20]2[cH:21][c:22]3[c:23]([nH:24][c:25](=[O:27])[o:26]3)[c:28]([CH3:30])[cH:29]2)[C:31](=[O:33])[N:38]2[CH2:39][CH2:40][CH:41]([N:44]3[CH2:45][CH2:46][N:47]([C:50]([CH3:51])=[O:52])[CH2:48][CH2:49]3)[CH2:42][CH2:43]2)[CH2:13][CH2:14]1. Starting materials: BrC1=CC=C(O1)C(=O)O (5-bromo-furan-2-carboxylic acid), C(C)(C)N1CCC(CC1)NS(=O)(=O)CCN (2-amino-ethanesulfonic acid (1-isopropyl-piperidin-4-yl)-amide). The product is C(C)(C)N1CCC(CC1)NS(=O)(=O)CCNC(=O)C=1OC(=CC1)Br (5-bromo-furan-2-carboxylic acid [2-(1-isopropyl-piperidin-4-ylsulfamoyl)-ethyl]-amide). RXN SMILES: [Br:1][C:2]1[O:6][C:5]([C:7]([OH:9])=O)=[CH:4][CH:3]=1.[CH:10]([N:13]1[CH2:18][CH2:17][CH:16]([NH:19][S:20]([CH2:23][CH2:24][NH2:25])(=[O:22])=[O:21])[CH2:15][CH2:14]1)([CH3:12])[CH3:11]>>[CH:10]([N:13]1[CH2:18][CH2:17][CH:16]([NH:19][S:20]([CH2:23][CH2:24][NH:25][C:7]([C:5]2[O:6][C:2]([Br:1])=[CH:3][CH:4]=2)=[O:9])(=[O:21])=[O:22])[CH2:15][CH2:14]1)([CH3:12])[CH3:11]. Reported procedure: 5-Bromo-furan-2-carboxylic acid [2-(1-isopropyl-piperidin-4-ylsulfamoyl)-ethyl]-amide was prepared by an analogous procedure as described in example 9 starting from 126 mg (1.1 equiv.) 5-bromo-furan-2-carboxylic acid and 150 mg (0.60 mmol) 2-amino-ethanesulfonic acid (1-isopropyl-piperidin-4-yl)-amide. Final purification by preparative RP-HPLC (CH3CN/H2O gradient+0.1% TFA) gave pure 5-bromo-furan-2-carboxylic acid [2-(1-isopropyl-piperidin-4-ylsulfamoyl)-ethyl]-amide. The title compound was obta... Reactants: O=C([C@H](O)[C@@H](O)[C@@H](O)[C@H](O)C(=O)O)O (galactaric acid), C1(=CC=C(C=C1)S(=O)(=O)O)C (para-toluenesulfonic acid). The reagents and catalysts are C[Re](=O)(=O)=O (methyltrioxorhenium). Solvent: C(CCCCCC)O (1-heptanol). Conditions: temperature 150 celsius, time 12 hour. Product: O=C([C@H](O)[C@@H](O)[C@@H](O)[C@H](O)C(=O)OCCCCCCC)OCCCCCCC (diheptyl galactarate). RXN SMILES: [O:1]=[C:2]([OH:14])[C@@H:3]([C@H:5]([C@H:7]([C@@H:9]([C:11]([OH:13])=[O:12])[OH:10])[OH:8])[OH:6])[OH:4].[C:15]1([CH3:25])[CH:20]=[CH:19][C:18](S(O)(=O)=O)=[CH:17][CH:16]=1>C[Re](=O)(=O)=O.C(O)CCCCCC>[O:1]=[C:2]([O:14][CH2:25][CH2:15][CH2:20][CH2:19][CH2:18][CH2:17][CH3:16])[C@@H:3]([C@H:5]([C@H:7]([C@@H:9]([C:11]([O:13][CH2:25][CH2:15][CH2:16][CH2:17][CH2:18][CH2:19][CH3:20])=[O:12])[OH:10])[OH:8])[OH:6])[OH:4]. Reported procedure: In one specific embodiment of the present disclosure, 20 ml of 1-heptanol, 1 mmol of galactaric acid, 0.05 mmol of methyltrioxorhenium catalyst, and 0.05 mmol of para-toluenesulfonic acid were poured into a 50 cc reactor. The temperature in the reactor was then raised to 150° C. and the reaction was performed for 12 hours, maintaining the reactor temperature at 150° C. to obtain diheptyl galactarate. Starting materials: FC1=C(C(=O)N=C=O)C(=CC=C1)F (2,6-difluorobenzoylisocyanate), ClC1=C(OC2=CC(=C(C=C2)NSN2[C@H](C(=O)OC)CCC2)F)C=CC(=C1)C(F)(F)F (N-[[[4-[2-chloro-4-(trifluoromethyl)phenoxy]-2-fluorophenyl]amino]thio]-L-proline, methyl ester). The solvent is petroleum ether, C1(=CC=CC=C1)C (toluene), solvent. Run at time 3 hour. The product is ClC1=C(OC2=CC(=C(C=C2)N(SN2[C@H](C(=O)OC)CCC2)C(=O)NC(C2=C(C=CC=C2F)F)=O)F)C=CC(=C1)C(F)(F)F (N-[[[4-[2-chloro-4-(trifluoromethyl)phenoxy]-2-fluorophenyl][[(2,6-difluorobenzoyl)amino]carbonyl]amino]thio]-L-proline, methyl ester). Yield: 60.7%. Reaction SMILES: [F:1][C:2]1[CH:12]=[CH:11][CH:10]=[C:9]([F:13])[C:3]=1[C:4]([N:6]=[C:7]=[O:8])=[O:5].[Cl:14][C:15]1[CH:39]=[C:38]([C:40]([F:43])([F:42])[F:41])[CH:37]=[CH:36][C:16]=1[O:17][C:18]1[CH:23]=[CH:22][C:21]([NH:24][S:25][N:26]2[CH2:34][CH2:33][CH2:32][C@H:27]2[C:28]([O:30][CH3:31])=[O:29])=[C:20]([F:35])[CH:19]=1>C1(C)C=CC=CC=1>[Cl:14][C:15]1[CH:39]=[C:38]([C:40]([F:43])([F:41])[F:42])[CH:37]=[CH:36][C:16]=1[O:17][C:18]1[CH:23]=[CH:22][C:21]([N:24]([C:7]([NH:6][C:4](=[O:5])[C:3]2[C:2]([F:1])=[CH:12][CH:11]=[CH:10][C:9]=2[F:13])=[O:8])[S:25][N:26]2[CH2:34][CH2:33][CH2:32][C@H:27]2[C:28]([O:30][CH3:31])=[O:29])=[C:20]([F:35])[CH:19]=1. Reported procedure: A solution of 2,6-difluorobenzoylisocyanate (2.8 g) in a 1:1 mixture of toluene and petroleum ether (10 ml) was added at room temperature over 30 minutes to a stirred solution of the compound of Example 4 (6.5 g) in the same solvent (20 ml). After stirring at room temperature for 3 hours, the solvent was stripped and the residue purified by chromatography over silica using dichloromethane as eluant, to give 5.5 g of the desired product, melting point 65°-68° C. Reactants: C(C1=CC=CC=C1)OC1=CC=C(OC[C@H](CNCCC2=CC=C(NC3CCN(CC3)C(=O)NCCCCCCCC)C=C2)O)C=C1 (4-{4-[2-({(2S)-3-[4-(Benzyloxy)phenoxy]-2-hydroxypropyl}amino)-ethyl]anilino}-N-octyl-1-piperidinecarboxamide), C(C)O (ethanol), [H][H] (hydrogen). Reagents/catalysts: [Pd] (palladium on carbon). Yields the product C(CCCCCCC)NC(=O)N1CCC(CC1)N(C1=CC=C(C=C1)CCNC[C@@H](COC1=CC=C(C=C1)O)O)C(C)=O (4-[Acetyl-(4-{2-[(2S)-2-hydroxy-3-(4-hydroxy-phenoxy)-propylamino]-ethyl}-phenyl)-amino]-piperidine-1-carboxylic acid octylamide). As a reaction SMILES: C([O:8][C:9]1[CH:46]=[CH:45][C:12]([O:13][CH2:14][C@@H:15]([OH:44])[CH2:16][NH:17][CH2:18][CH2:19][C:20]2[CH:43]=[CH:42][C:23]([NH:24][CH:25]3[CH2:30][CH2:29][N:28]([C:31]([NH:33][CH2:34][CH2:35][CH2:36][CH2:37][CH2:38][CH2:39][CH2:40][CH3:41])=[O:32])[CH2:27][CH2:26]3)=[CH:22][CH:21]=2)=[CH:11][CH:10]=1)C1C=CC=CC=1.[H][H].[CH2:49]([OH:51])[CH3:50]>[Pd]>[CH2:34]([NH:33][C:31]([N:28]1[CH2:27][CH2:26][CH:25]([N:24]([C:49](=[O:51])[CH3:50])[C:23]2[CH:42]=[CH:43][C:20]([CH2:19][CH2:18][NH:17][CH2:16][C@H:15]([OH:44])[CH2:14][O:13][C:12]3[CH:11]=[CH:10][C:9]([OH:8])=[CH:46][CH:45]=3)=[CH:21][CH:22]=2)[CH2:30][CH2:29]1)=[O:32])[CH2:35][CH2:36][CH2:37][CH2:38][CH2:39][CH2:40][CH3:41]. Reported procedure: 4-{4-[2-({(2S)-3-[4-(Benzyloxy)phenoxy]-2-hydroxypropyl}amino)-ethyl]anilino}-N-octyl-1-piperidinecarboxamide (0.1 g, 0.15 mmol) was dissolved in ethanol (20 mL) and 10% palladium on carbon (0.1 g) added. The mixture was shaken on a Parr apparatus overnight under 50 psi hydrogen. The mixture was cooled to ambient temperature, filtered through a Celite pad, and the solvent removed in vacuo to yield the title compound (eluant: 5:1 chloroform-methanol) (0.033 g, 0.05 mmol) The reactants are [Br-], CON(C)C(=O)c1nc(C(F)(F)F)n2c1CN(C(=O)OC(C)(C)C)CC2, [Mg+]C1CCCC1, [Cl-], [NH4+], C1CCOC1. Yields the product CC(C)(C)OC(=O)N1CCn2c(C(F)(F)F)nc(C(=O)C3CCCC3)c2C1. Reaction SMILES: [Br-:27].[C:1]([CH3:2])([CH3:3])([CH3:4])[O:5][C:6](=[O:7])[N:8]1[CH2:9][c:10]2[n:11]([c:14]([C:23]([F:24])([F:25])[F:26])[n:15][c:16]2[C:17]([N:18]([O:19][CH3:20])[CH3:21])=[O:22])[CH2:12][CH2:13]1.[CH:28]1([Mg+:33])[CH2:29][CH2:30][CH2:31][CH2:32]1.[Cl-:34].[NH4+:35].[O:36]1[CH2:37][CH2:38][CH2:39][CH2:40]1>>[C:1]([CH3:2])([CH3:3])([CH3:4])[O:5][C:6](=[O:7])[N:8]1[CH2:9][c:10]2[n:11]([c:14]([C:23]([F:24])([F:25])[F:26])[n:15][c:16]2[C:17](=[O:22])[CH:28]2[CH2:29][CH2:30][CH2:31][CH2:32]2)[CH2:12][CH2:13]1. The reactants are COS(=O)(=O)OC, CO, O=C(CCCN1CCC(n2c(S)nc3ccccc32)CC1)c1ccc(F)cc1, [Na+], [OH-], O. The product is CSc1nc2ccccc2n1C1CCN(CCCC(=O)c2ccc(F)cc2)CC1. RXN SMILES: [CH3:31][O:32][S:33]([O:34][CH3:35])(=[O:36])=[O:37].[CH3:39][OH:40].[F:1][c:2]1[cH:3][cH:4][c:5]([C:6](=[O:7])[CH2:8][CH2:9][CH2:10][N:11]2[CH2:12][CH2:13][CH:14]([n:17]3[c:18]([SH:26])[n:19][c:20]4[c:21]3[cH:22][cH:23][cH:24][cH:25]4)[CH2:15][CH2:16]2)[cH:27][cH:28]1.[Na+:30].[OH-:29].[OH2:38]>>[F:1][c:2]1[cH:3][cH:4][c:5]([C:6](=[O:7])[CH2:8][CH2:9][CH2:10][N:11]2[CH2:12][CH2:13][CH:14]([n:17]3[c:18]([S:26][CH3:31])[n:19][c:20]4[c:21]3[cH:22][cH:23][cH:24][cH:25]4)[CH2:15][CH2:16]2)[cH:27][cH:28]1.